This data is from the Open Reaction Database (ORD), a public repository of structured organic reaction records. The task is: describe an organic reaction: reactants, conditions, products, and yield The reactants are Nc1ncc(C(F)(F)F)cc1C#Cc1ccccc1, Cc1ccc(S(=O)(=O)Cl)cc1. Reaction SMILES: [c:1]1([C:7]#[C:8][c:9]2[c:10]([NH2:19])[n:11][cH:12][c:13]([C:15]([F:16])([F:17])[F:18])[cH:14]2)[cH:2][cH:3][cH:4][cH:5][cH:6]1.[c:20]1([CH3:30])[cH:21][cH:22][c:23]([S:26](=[O:27])(=[O:28])[Cl:29])[cH:24][cH:25]1>>[c:1]1([C:7]#[C:8][c:9]2[c:10]([NH:19][S:26]([c:23]3[cH:22][cH:21][c:20]([CH3:30])[cH:25][cH:24]3)(=[O:27])=[O:28])[n:11][cH:12][c:13]([C:15]([F:16])([F:17])[F:18])[cH:14]2)[cH:2][cH:3][cH:4][cH:5][cH:6]1. Product: Cc1ccc(S(=O)(=O)Nc2ncc(C(F)(F)F)cc2C#Cc2ccccc2)cc1. The reactants are TEA, C1(=CC=CC=C1)B(O)O (phenylboronic acid), BrC1=CC(=C(C=C1)O)OC (4-bromo-2-methoxyphenol), cupric acetate. Solvent: C(Cl)Cl (DCM). Reaction conditions: time 24 hour. Yields the product BrC1=CC(=C(C=C1)OC1=CC=CC=C1)OC (4-Bromo-2-methoxy-1-phenoxy-benzene). RXN SMILES: [C:1]1(B(O)O)[CH:6]=[CH:5][CH:4]=[CH:3][CH:2]=1.[Br:10][C:11]1[CH:16]=[CH:15][C:14]([OH:17])=[C:13]([O:18][CH3:19])[CH:12]=1>C(Cl)Cl>[Br:10][C:11]1[CH:16]=[CH:15][C:14]([O:17][C:1]2[CH:6]=[CH:5][CH:4]=[CH:3][CH:2]=2)=[C:13]([O:18][CH3:19])[CH:12]=1. Procedure details: To a stirred mixture of phenylboronic acid (1.20 g, 9.85 mmol) and 4-bromo-2-methoxyphenol (1.00 g, 4.92 mmol) in DCM (50.00 mL) was added cupric acetate (1.34 g, 7.39 mmol), powdered 4 A molecular sieves and TEA (3.43 mL, 24.6 mmol) at rt. The resulting mixture was then stirred at rt for 24 h at ambient atmosphere. The solvent was then removed under reduced pressure and the resulting residue was purified by flash chromatography (5% EtOAc in Hexane). 1H NMR (400 MHz, MeOD) δ ppm 3.81 (s, 3H), 6.... Reactants: CN(S(=O)(=O)C=1C=CC=2N(C1)N=CC2C(=O)O)C (6-Dimethylsulfamoyl-pyrazolo[1,5-a]pyridine-3-carboxylic acid), C(C(=O)Cl)(=O)Cl (oxalylchloride). Run in C(Cl)(Cl)Cl (chloroform). The product is CN(S(=O)(=O)C=1C=CC=2N(C1)N=CC2C(=O)Cl)C (6-Dimethylsulfamoyl-pyrazolo[1,5-a]pyridine-3-carbonyl chloride). As a reaction SMILES: [CH3:1][N:2]([CH3:18])[S:3]([C:6]1[CH:7]=[CH:8][C:9]2[N:10]([N:12]=[CH:13][C:14]=2[C:15](O)=[O:16])[CH:11]=1)(=[O:5])=[O:4].C(Cl)(=O)C([Cl:22])=O>C(Cl)(Cl)Cl>[CH3:1][N:2]([CH3:18])[S:3]([C:6]1[CH:7]=[CH:8][C:9]2[N:10]([N:12]=[CH:13][C:14]=2[C:15]([Cl:22])=[O:16])[CH:11]=1)(=[O:5])=[O:4]. Reported procedure: 6-Dimethylsulfamoyl-pyrazolo[1,5-a]pyridine-3-carboxylic acid (200 mg, 0.57 mmol) are dissolved in 4 ml chloroform and oxalylchloride (97 μl, 1.14 mmol; Fluka) are added. The reaction is refluxed for 3 hours and then volatiles are removed under reduced pressure. The crude product is directly used in the next step.